Dataset: the Open Reaction Database (ORD), a public repository of structured organic reaction records. Task: describe an organic reaction: reactants, conditions, products, and yield Starting materials: OC1=NC(=CC(=C1C#N)C1=CC=CC=C1)O (2,6-dihydroxy-4-phenyl-3-cyano-pyridine), P(=O)(Cl)(Cl)Cl (phosphorus oxychloride), O (water), raw product, C(Cl)(Cl)Cl (chloroform). Run at temperature 180 celsius. The product is ClC1=NC(=CC(=C1C#N)C1=CC=CC=C1)Cl (2,6-dichloro-4-phenyl-3-cyano-pyridine). RXN SMILES: O[C:2]1[C:7]([C:8]#[N:9])=[C:6]([C:10]2[CH:15]=[CH:14][CH:13]=[CH:12][CH:11]=2)[CH:5]=C(O)[N:3]=1.P(Cl)(Cl)([Cl:19])=O.O.[CH:23]([Cl:26])(Cl)Cl>>[Cl:19][C:2]1[C:7]([C:8]#[N:9])=[C:6]([C:10]2[CH:15]=[CH:14][CH:13]=[CH:12][CH:11]=2)[CH:5]=[C:23]([Cl:26])[N:3]=1. Reported procedure: A mixture consisting of 42.4 gm (0.2 mol) of 2,6-dihydroxy-4-phenyl-3-cyano-pyridine and 300 ml of phosphorus oxychloride was heated for 6 hours at about 180° C. in a pressure vessel made of glass, while shaking the vessel. Thereafter, the reaction mixture was allowed to cool and was then added in small portions to a mixture of ice and water (about 3 liters), while stirring. The precipitate formed thereby was collected by suction filtration, washed with water and dried, yielding 47.4 gm (95% of ... Reaction SMILES: [C:3]([CH3:4])([CH3:5])([CH3:6])[O:7][C:8](=[O:9])[N:10]1[CH:11]([CH2:16][OH:17])[CH2:12][O:13][CH2:14][CH2:15]1.[CH2:48]1[O:49][CH2:50][CH2:51][CH2:52]1.[H-:2].[N+:18]([c:19]1[cH:20][cH:21][c:22]([O:27][C:28](=[O:23])[N:30]2[CH2:31][CH2:32][N:33]([c:36]3[cH:37][cH:38][c:39]([F:42])[cH:40][cH:41]3)[CH2:34][CH2:35]2)[cH:24][cH:25]1)([O-:26])=[O:29].[Na+:1].[Na+:47].[O-:43][C:44]([OH:45])=[O:46]>>[C:3]([CH3:4])([CH3:5])([CH3:6])[O:7][C:8](=[O:9])[N:10]1[CH:11]([CH2:16][O:17][C:28](=[O:27])[N:30]2[CH2:31][CH2:32][N:33]([c:36]3[cH:37][cH:38][c:39]([F:42])[cH:40][cH:41]3)[CH2:34][CH2:35]2)[CH2:12][O:13][CH2:14][CH2:15]1. Product: CC(C)(C)OC(=O)N1CCOCC1COC(=O)N1CCN(c2ccc(F)cc2)CC1. Reactants: CC(C)(C)OC(=O)N1CCOCC1CO, C1CCOC1, [H-], O=C(Oc1ccc([N+](=O)[O-])cc1)N1CCN(c2ccc(F)cc2)CC1, [Na+], [Na+], O=C([O-])O.